Dataset: the Open Reaction Database (ORD), a public repository of structured organic reaction records. Task: describe an organic reaction: reactants, conditions, products, and yield Reactants: CS(C)=O, CNCCCN(C)C, Cl, O=[N+]([O-])c1ccc(F)cc1, [K+], [OH-], O. Yields the product CN(C)CCCN(C)c1ccc([N+](=O)[O-])cc1. Reaction SMILES: [CH3:22][S:23]([CH3:24])=[O:25].[CH3:3][N:4]([CH2:5][CH2:6][CH2:7][NH:8][CH3:9])[CH3:10].[ClH:21].[F:11][c:12]1[cH:13][cH:14][c:15]([N+:18](=[O:19])[O-:20])[cH:16][cH:17]1.[K+:2].[OH-:1].[OH2:26]>>[CH3:3][N:4]([CH2:5][CH2:6][CH2:7][N:8]([CH3:9])[c:12]1[cH:13][cH:14][c:15]([N+:18](=[O:19])[O-:20])[cH:16][cH:17]1)[CH3:10]. Reactants: FC(F)(F)c1cccnc1N1CCN(c2cc(-c3cccc(Cl)c3)nc(CBr)n2)CC1, CCNCC, O. Product: CCN(CC)Cc1nc(-c2cccc(Cl)c2)cc(N2CCN(c3ncccc3C(F)(F)F)CC2)n1. RXN SMILES: [Br:1][CH2:2][c:3]1[n:4][c:5]([N:16]2[CH2:17][CH2:18][N:19]([c:22]3[n:23][cH:24][cH:25][cH:26][c:27]3[C:28]([F:29])([F:30])[F:31])[CH2:20][CH2:21]2)[cH:6][c:7](-[c:9]2[cH:10][c:11]([Cl:15])[cH:12][cH:13][cH:14]2)[n:8]1.[CH2:32]([CH3:33])[NH:34][CH2:35][CH3:36].[OH2:37]>>[CH2:2]([c:3]1[n:4][c:5]([N:16]2[CH2:17][CH2:18][N:19]([c:22]3[n:23][cH:24][cH:25][cH:26][c:27]3[C:28]([F:29])([F:30])[F:31])[CH2:20][CH2:21]2)[cH:6][c:7](-[c:9]2[cH:10][c:11]([Cl:15])[cH:12][cH:13][cH:14]2)[n:8]1)[N:34]([CH2:32][CH3:33])[CH2:35][CH3:36]. Reaction conditions: time 2 hour. The product is [N+](=O)(OC(C)C1=C(C=C(C(=C1)NC(=O)C)F)Cl)[O-] (1-(2-chloro-4-fluoro-5-methylcarbonylaminophenyl)ethyl nitrate). Reaction SMILES: [N+:1]([O-:17])([O:3][CH:4]([C:6]1[CH:11]=[C:10]([N+:12]([O-])=O)[C:9]([F:15])=[CH:8][C:7]=1[Cl:16])[CH3:5])=[O:2].[C:18](OC(=O)C)(=[O:20])[CH3:19].[H][H].Cl>[Pt]=O.O.C(OCC)(=O)C>[N+:1]([O-:17])([O:3][CH:4]([C:6]1[CH:11]=[C:10]([NH:12][C:18]([CH3:19])=[O:20])[C:9]([F:15])=[CH:8][C:7]=1[Cl:16])[CH3:5])=[O:2]. The reagents and catalysts are [Pt]=O (platinum oxide). Reported procedure: In a Parr hydrogenation apparatus were placed 3.7 g (0.014 mole) of 1-(2-chloro-4-fluoro-5-nitrophenyl)ethyl nitrate, 0.35 g of platinum oxide catalyst, 35 ml of ethyl acetate, and 10 ml of acetic anhydride. The apparatus was pressurized with hydrogen, and the reaction was allowed to continue until the pressure ceased dropping. The reaction mixture was filtered, and the filtrate was concentrated under reduced pressure leaving a residue. This residue was mixed with 15 ml of water and 5 ml of 10% ... Starting materials: Cl (hydrochloric acid), [N+](=O)(OC(C)C1=C(C=C(C(=C1)[N+](=O)[O-])F)Cl)[O-] (1-(2-chloro-4-fluoro-5-nitrophenyl)ethyl nitrate), C(C)(=O)OC(C)=O (acetic anhydride), [H][H] (hydrogen). Solvent: O (water), C(C)(=O)OCC (ethyl acetate), O (water). Starting materials: CC=1C=CC(=CC1)S(=O)(=O)O (TsOH), 4A, C(C1=CC=CC=C1)N (benzylamine), C[Si](C=1C=C(C=CC1)CC(P(OC)(OC)=O)(P(OC)(OC)=O)O)(C)C (Tetramethyl m-trimethylsilylphenyl-1-hydroxy-ethylidenebis(phosphonate)), C(C1=CC=CC=C1)N (benzylamine), C[Si](C=1C=C(C=CC1)CC(P(OC)(OC)=O)(P(OC)(OC)=O)O)(C)C (Tetramethyl m-trimethylsilylphenyl-1-hydroxy-ethylidenebis(phosphonate)). The solvent is C(Cl)(Cl)Cl (CHCl3). Reaction conditions: time 2 hour. Product: C(C1=CC=CC=C1)NC(CC1=CC=CC=C1)=O (N-benzylphenylacetamide). RXN SMILES: C[Si](C)(C)[C:3]1[CH:4]=[C:5]([CH2:9][C:10]([OH:23])(P(=O)(OC)OC)P(=O)(OC)OC)[CH:6]=[CH:7][CH:8]=1.[CH2:26]([NH2:33])[C:27]1[CH:32]=[CH:31][CH:30]=[CH:29][CH:28]=1.CC1C=CC(S(O)(=O)=O)=CC=1>C(Cl)(Cl)Cl>[CH2:26]([NH:33][C:10](=[O:23])[CH2:9][C:5]1[CH:6]=[CH:7][CH:8]=[CH:3][CH:4]=1)[C:27]1[CH:32]=[CH:31][CH:30]=[CH:29][CH:28]=1. Procedure: The iodo derivative 53 was hydrolysed as described under general procedures to give the title compound as an orange colored powder in quantitative yield. Reaction of dimethyl phenylacetylphosphonate (50b) with benzylamine To a solution of the phosphonate 50b in CHCl3 (5 ml) was added molecular sieves (4A, 0.25 g) followed by benzylamine (0.11 g, 1 mmol). After 0.5 h a catalytic amount of TsOH was added and the mixture was stirred for 2 h. The mixture was filtered and flash chromatography (silica... Starting materials: OCC1=CC=C(O1)CN1C(C2=CC=CC=C2C1=O)=O (2-(5-Hydroxymethyl-2-furanylmethyl)-1H-isoindole-1,3(2H)-dione), S(=O)(Cl)Cl (thionyl chloride). Yields the product ClCC1=CC=C(O1)CN1C(C2=CC=CC=C2C1=O)=O (2-(5-chloromethyl-2-furanylmethyl)-1H-isoindole-1,3(2H)-dione). Reaction SMILES: O[CH2:2][C:3]1[O:7][C:6]([CH2:8][N:9]2[C:17](=[O:18])[C:16]3[C:11](=[CH:12][CH:13]=[CH:14][CH:15]=3)[C:10]2=[O:19])=[CH:5][CH:4]=1.S(Cl)([Cl:22])=O>>[Cl:22][CH2:2][C:3]1[O:7][C:6]([CH2:8][N:9]2[C:17](=[O:18])[C:16]3[C:11](=[CH:12][CH:13]=[CH:14][CH:15]=3)[C:10]2=[O:19])=[CH:5][CH:4]=1. Procedure details: 2-(5-Hydroxymethyl-2-furanylmethyl)-1H-isoindole-1,3(2H)-dione (10 g) was dissolved in thionyl chloride (15 ml) with the aid of gentle heat. The solution was evaporated to dryness and the solid residue re-evaporated with cyclohexanebenzene (1:1). The residue was suspended in ether, the suspension filtered, washed with ether and dried to give 2-(5-chloromethyl-2-furanylmethyl)-1H-isoindole-1,3(2H)-dione (10.1 g) m.p. 119°-122° (dec.). Analysis Found: C, 61.32; H, 3.71; N, 5.00. C14H10ClNO4 requir... Run in ClCCl (dichloromethane). Procedure details: A reactor was charged with 1.0g (2.67 mmol) of the 2-{4-(1-decenyl)-phenyl}-5-hydroxypyrimidine obtained above, 2 ml of pyridine, 0.01 g of 4-pyrrolidinopyridine and 20 ml of dichloromethane. While cooling the mixture to a temperature not higher than 0° C. in an atmosphere of nitrogen gas, 1.13 g (4 mmol) of trifluoromethanesulfonic acid anhydride was dropwise added and stirred for two hours. After extraction with water, the organic layer was washed successively with 1 N-hydrochloric acid and sa... As a reaction SMILES: C(C1[CH:16]=[CH:15][C:14]([C:17]2[N:22]=[CH:21][C:20](O)=[CH:19][N:18]=2)=CC=1)=CCCCCCCCC.N1C=CC=[CH:26][CH:25]=1>ClCCl>[N:22]1([C:21]2[CH:20]=[CH:19][N:18]=[CH:26][CH:25]=2)[CH2:16][CH2:15][CH2:14][CH2:17]1. Product: N1(CCCC1)C1=CC=NC=C1 (4-pyrrolidinopyridine). Starting materials: N1=CC=CC=C1 (pyridine), C(=CCCCCCCCC)C1=CC=C(C=C1)C1=NC=C(C=N1)O (2-{4-(1-decenyl)-phenyl}-5-hydroxypyrimidine). The reactants are ClC1=CC(=CC=C1)C(=O)OO (m-chloroperbenzoic acid), COC(=O)C=1C=CC2=C(SC3=C(CC2)C=CC=C3)C1 (methyl-10,11-dihydrodibenzo[b,f]-thiepin-3-carboxylate), [OH-].[Ca+2].[OH-] (calcium hydroxide). Solvent: C(Cl)Cl (methylene chloride). Product: C1=CC(=CC=2S(C3=C(CCC21)C=CC=C3)=O)C(=O)OC (Methyl 10,11-dihydrodibenzo[b,f]thiepin-3-carboxylate-5-oxide). RXN SMILES: [CH3:1][O:2][C:3]([C:5]1[CH:6]=[CH:7][C:8]2[CH2:14][CH2:13][C:12]3[CH:15]=[CH:16][CH:17]=[CH:18][C:11]=3[S:10][C:9]=2[CH:19]=1)=[O:4].ClC1C=CC=C(C(OO)=[O:28])C=1.[OH-].[Ca+2].[OH-]>C(Cl)Cl>[CH:7]1[C:8]2[CH2:14][CH2:13][C:12]3[CH:15]=[CH:16][CH:17]=[CH:18][C:11]=3[S:10](=[O:28])[C:9]=2[CH:19]=[C:5]([C:3]([O:2][CH3:1])=[O:4])[CH:6]=1 |f:2.3.4|. Reported procedure: 540 Mg. methyl-10,11-dihydrodibenzo[b,f]-thiepin-3-carboxylate is dissolved in 40 cc methylene chloride and m-chloroperbenzoic acid is added in small portions until TLC shows very little starting material left. Excess calcium hydroxide powder is added and the mixture filtered through celite. The organic layer is evaporated and the residue chromatographed on silica gel to afford 570 mg. (94.7%).